The task is: describe an organic reaction: reactants, conditions, products, and yield. This data is from the Open Reaction Database (ORD), a public repository of structured organic reaction records. Reactants: N1=CC(=CC=C1)NC1=C(C=O)C=CC=N1 (2-(pyridin-3-ylamino)nicotinaldehyde), N1=CC=C(C=C1)CCCCC(=O)OCC (ethyl 5-(pyridin-4-yl)pentanoate), [Li+].CC(C)[N-]C(C)C (LDA). Solvent: CN(C)C=O.CCO (DMF EtOH). The product is N1=CC(=CC=C1)N1C(C(=CC2=CC=CN=C12)CCCC1=CC=NC=C1)=O (1-(pyridin-3-yl)-3-[3-(pyridin-4-yl)propyl]-1,8-naphthyridin-2(1H)-one). RXN SMILES: [N:1]1[CH:6]=[CH:5][CH:4]=[C:3]([NH:7][C:8]2[N:15]=[CH:14][CH:13]=[CH:12][C:9]=2[CH:10]=O)[CH:2]=1.[N:16]1[CH:21]=[CH:20][C:19]([CH2:22][CH2:23][CH2:24][CH2:25][C:26](OCC)=[O:27])=[CH:18][CH:17]=1.[Li+].CC([N-]C(C)C)C>CN(C=O)C.CCO>[N:1]1[CH:6]=[CH:5][CH:4]=[C:3]([N:7]2[C:8]3[C:9](=[CH:12][CH:13]=[CH:14][N:15]=3)[CH:10]=[C:25]([CH2:24][CH2:23][CH2:22][C:19]3[CH:18]=[CH:17][N:16]=[CH:21][CH:20]=3)[C:26]2=[O:27])[CH:2]=1 |f:2.3,4.5|. Procedure: The procedure of Example 1 was repeated using 2-(pyridin-3-ylamino)nicotinaldehyde (1.0 eq., prepared in Synthetic Example 3), ethyl 5-(pyridin-4-yl)pentanoate (1.5 eq., prepared in Synthetic Example 10) and LDA (1.5 eq.) to obtain 1-(pyridin-3-yl)-3-[3-(pyridin-4-yl)propyl]-1,8-naphthyridin-2(1H)-one, mp 178 to 180° C./DMF-EtOH. Reactants: C([O-])([O-])=O.[K+].[K+] (potassium carbonate), Cl (hydrochloric acid), OC1=C(C=C(C=C1)[N+](=O)[O-])C1=NC=CC(=C1)OC (2-(2-Hydroxy-5-nitrophenyl)-4-methoxy pyridine), CNN(C(=S)Cl)NC (N,N-dimethylaminothiocarbamoyl chloride), C([O-])([O-])=O.[K+].[K+] (potassium carbonate). Run in CN(C=O)C (dimethyl formamide). The product is CN(C(O)=S)C.OC1=C(C=C(C=C1)[N+](=O)[O-])C1=NC=CC(=C1)OC (2-(2-Hydroxy-5-nitrophenyl)-4-methoxypyridine N,N-dimethylthiocarbamate). As a reaction SMILES: [OH:1][C:2]1[CH:7]=[CH:6][C:5]([N+:8]([O-:10])=[O:9])=[CH:4][C:3]=1[C:11]1[CH:16]=[C:15]([O:17][CH3:18])[CH:14]=[CH:13][N:12]=1.CNN(NC)C(Cl)=[S:23].[C:27](=[O:30])([O-])[O-].[K+].[K+].Cl>CN(C)C=O>[CH3:11][N:12]([CH3:13])[C:27](=[S:23])[OH:30].[OH:1][C:2]1[CH:7]=[CH:6][C:5]([N+:8]([O-:10])=[O:9])=[CH:4][C:3]=1[C:11]1[CH:16]=[C:15]([O:17][CH3:18])[CH:14]=[CH:13][N:12]=1 |f:2.3.4,7.8|. Procedure: The compound from step (a) above (24.2 mmol), N,N-dimethylaminothiocarbamoyl chloride (37 mmol) in dimethyl formamide (250 ml) were stirred rapidly in the presence of potassium carbonate (60 mmol) for 24 hours, adding more potassium carbonate (1 g) after 18 hours. The mixture was acidified (to pH4) with dilute hydrochloric acid and extracted with ethyl acetate (3 times). The combined extracts were washed with water (4 times), dried (anhydrous sodium sulphate) and evaporated to yield a brown soli... Starting materials: ClC1=C(C=C(C=C1)Cl)N(CCN(CC)CC)CC(=O)C1=CC=CC=C1 (2-[N-(2,5-dichlorophenyl)-N-(β-diethylaminoethyl)amino]acetophenone), C[Mg]I (methylmagnesium iodide). The solvent is C(C)OCC (diethylether), C(C)OCC (diethylether). The product is C(C)N(CCN(C1=C(C=CC(=C1)Cl)Cl)CC(C)(C1=CC=CC=C1)O)CC (N-(β-diethylaminoethyl)-N-(β-hydroxy-β-phenylpropyl)-2,5-dichloroaniline). As a reaction SMILES: [Cl:1][C:2]1[CH:7]=[CH:6][C:5]([Cl:8])=[CH:4][C:3]=1[N:9]([CH2:17][C:18]([C:20]1[CH:25]=[CH:24][CH:23]=[CH:22][CH:21]=1)=[O:19])[CH2:10][CH2:11][N:12]([CH2:15][CH3:16])[CH2:13][CH3:14].[CH3:26][Mg]I>C(OCC)C>[CH2:15]([N:12]([CH2:13][CH3:14])[CH2:11][CH2:10][N:9]([CH2:17][C:18]([OH:19])([C:20]1[CH:21]=[CH:22][CH:23]=[CH:24][CH:25]=1)[CH3:26])[C:3]1[CH:4]=[C:5]([Cl:8])[CH:6]=[CH:7][C:2]=1[Cl:1])[CH3:16]. Procedure details: A solution of 0.10 mole of 2-[N-(2,5-dichlorophenyl)-N-(β-diethylaminoethyl)amino]acetophenone in 200 ml of dry diethylether is added to a solution of 0.10 mole of methylmagnesium iodide in 500 ml of dry diethylether maintained at a temperature of from 0° to -5° C under nitrogen atmosphere. Thirty minutes after the addition the reaction mixture is washed with ice cold aqueous 2M ammonium chloride, dried over sodium sulfate, filtered and evaporated to give N-(β-diethylaminoethyl)-N-(β-hydroxy-β-p... As a reaction SMILES: [CH3:1][c:2]1[cH:3][n:4][c:5]2[c:10]([cH:11]1)[CH2:9][CH2:8][CH2:7][CH:6]2[OH:12].[CH:17]([Cl:18])([Cl:19])[Cl:20].[P:13]([Br:14])([Br:15])[Br:16]>>[CH3:1][c:2]1[cH:3][n:4][c:5]2[c:10]([cH:11]1)[CH2:9][CH2:8][CH2:7][CH:6]2[Br:14]. Reactants: Cc1cnc2c(c1)CCCC2O, ClC(Cl)Cl, BrP(Br)Br. Product: Cc1cnc2c(c1)CCCC2Br.